Task: describe an organic reaction: reactants, conditions, products, and yield. Dataset: the Open Reaction Database (ORD), a public repository of structured organic reaction records Starting materials: CCN1C(=O)N(C)CC1C(=O)O, CCN=C=NCCCN(C)C, CCN1CCOCC1, NCc1ccc(Cl)cc1Cl, ClCCl, Cl, O, On1nnc2ccccc21. Product: CCN1C(=O)N(C)CC1C(=O)NCc1ccc(Cl)cc1Cl. Reaction SMILES: [CH2:1]([CH3:2])[N:3]1[C:4](=[O:12])[N:5]([CH3:11])[CH2:6][CH:7]1[C:8](=[O:9])[OH:10].[CH2:25]([N:26]=[C:27]=[N:28][CH2:29][CH2:30][CH2:31][N:32]([CH3:33])[CH3:34])[CH3:35].[CH2:36]([N:37]1[CH2:38][CH2:39][O:40][CH2:41][CH2:42]1)[CH3:43].[Cl:44][c:45]1[c:46]([CH2:52][NH2:53])[cH:47][cH:48][c:49]([Cl:51])[cH:50]1.[Cl:54][CH2:55][Cl:56].[ClH:24].[OH2:13].[OH:14][n:15]1[c:16]2[cH:17][cH:18][cH:19][cH:20][c:21]2[n:22][n:23]1>>[CH2:1]([CH3:2])[N:3]1[C:4](=[O:12])[N:5]([CH3:11])[CH2:6][CH:7]1[C:8](=[O:10])[NH:53][CH2:52][c:46]1[c:45]([Cl:44])[cH:50][c:49]([Cl:51])[cH:48][cH:47]1. Reactants: m-phenoxybenzyl ester, CC1=C(C(=CC=C1)C)N[C@@H](C(C)C)C(=O)O (N-(2,6-dimethylphenyl)valine), ClN1C(CCC1=O)=O (N-chlorosuccinimide), C1=CC=CC=C1 (benzene), crude product, ClN1C(CCC1=O)=O (N-chlorosuccinimide), C1=CC=CC=C1 (benzene). Run in CCCCCC (hexane), CCCCCC (hexane). Run at time 8 hour. The product is m-phenoxybenzyl ester, CC1=C(C(=CC(=C1)Cl)C)N[C@@H](C(C)C)C(=O)O (N-(2,6-dimethyl-4-chlorophenyl)valine). RXN SMILES: [CH3:1][C:2]1[CH:7]=[CH:6][CH:5]=[C:4]([CH3:8])[C:3]=1[NH:9][C@H:10]([C:14]([OH:16])=[O:15])[CH:11]([CH3:13])[CH3:12].[Cl:17]N1C(=O)CCC1=O.C1C=CC=CC=1>CCCCCC>[CH3:8][C:4]1[CH:5]=[C:6]([Cl:17])[CH:7]=[C:2]([CH3:1])[C:3]=1[NH:9][C@H:10]([C:14]([OH:16])=[O:15])[CH:11]([CH3:12])[CH3:13]. Procedure: A mixture of 0.5 g of the m-phenoxybenzyl ester of N-(2,6-dimethylphenyl)valine, 0.21 g of N-chlorosuccinimide and 3 ml of benzene is heated at reflux for 2 hours. The reaction is diluted with hexane, washed with water (2×) and solvent stripped to give the crude product. To the crude product is added 0.1 g of N-chlorosuccinimide and 3 ml benzene. The mixture is heated at reflux for 30 min and then allowed to stand overnight at RT. The reaction is worked up by diluting with hexane, washing with w... Reactants: C(C)(C)(C)P(C(C)(C)C)C(C)(C)C (tri-tert-butylphosphine), ClC=1C=C(C=CC1F)C1=CN=C2N1C=CC(=C2F)C(C)(C)O (2-[3-(3-Chloro-4-fluorophenyl)-8-fluoroimidazo[1,2-α]pyridin-7-yl]-propan-2-ol), C(C)(=O)C1=CC=C(C=C1)B(O)O (4acetylbenzeneboronic acid), P(=O)([O-])([O-])[O-].[K+].[K+].[K+] (potassium phosphate). The reagents and catalysts are C=1C=CC(=CC1)/C=C/C(=O)/C=C/C2=CC=CC=C2.C=1C=CC(=CC1)/C=C/C(=O)/C=C/C2=CC=CC=C2.C=1C=CC(=CC1)/C=C/C(=O)/C=C/C2=CC=CC=C2.[Pd].[Pd] (Tris(dibenzylideneacetone)dipalladium(0)). Solvent: O1CCOCC1 (1,4-dioxane), O1CCOCC1.O (1,4dioxane water). Run at temperature 70 celsius. Product: FC1=C(C=C(C=C1)C1=CN=C2N1C=CC(=C2F)C(C)(C)O)C2=CC=C(C=C2)C(C)=O (1-{2′-fluoro-5′-[8-fluoro-7-(1-hydroxy-1-methylethyl)imidazo[1,2-α]pyridin-3-yl]biphenyl-4-yl}ethanone). Yield: 5.0%. As a reaction SMILES: Cl[C:2]1[CH:3]=[C:4]([C:9]2[N:13]3[CH:14]=[CH:15][C:16]([C:19]([OH:22])([CH3:21])[CH3:20])=[C:17]([F:18])[C:12]3=[N:11][CH:10]=2)[CH:5]=[CH:6][C:7]=1[F:8].[C:23]([C:26]1[CH:31]=[CH:30][C:29](B(O)O)=[CH:28][CH:27]=1)(=[O:25])[CH3:24].P([O-])([O-])([O-])=O.[K+].[K+].[K+].C(P(C(C)(C)C)C(C)(C)C)(C)(C)C>C1C=CC(/C=C/C(/C=C/C2C=CC=CC=2)=O)=CC=1.C1C=CC(/C=C/C(/C=C/C2C=CC=CC=2)=O)=CC=1.C1C=CC(/C=C/C(/C=C/C2C=CC=CC=2)=O)=CC=1.[Pd].[Pd].O1CCOCC1.O1CCOCC1.O>[F:8][C:7]1[CH:6]=[CH:5][C:4]([C:9]2[N:13]3[CH:14]=[CH:15][C:16]([C:19]([OH:22])([CH3:21])[CH3:20])=[C:17]([F:18])[C:12]3=[N:11][CH:10]=2)=[CH:3][C:2]=1[C:29]1[CH:30]=[CH:31][C:26]([C:23](=[O:25])[CH3:24])=[CH:27][CH:28]=1 |f:2.3.4.5,7.8.9.10.11,13.14|. Procedure details: 2-[3-(3-Chloro-4-fluorophenyl)-8-fluoroimidazo[1,2-α]pyridin-7-yl]-propan-2-ol, 4acetylbenzeneboronic acid and potassium phosphate were placed in a dry tube with 1,4dioxane/water (3:1) and this was heated to 70° C. under nitrogen. Tris(dibenzylideneacetone)dipalladium(0), tri-tert-butylphosphine (0.2M in 1,4dioxane) and 1,4-dioxane (0.5 ml) were mixed in a vial, and this mixture was added to the hot reaction via syringe. The resulting reaction mixture was heated at 70° C. for 12 h. The reaction ...